From a dataset of the Open Reaction Database (ORD), a public repository of structured organic reaction records. describe an organic reaction: reactants, conditions, products, and yield Starting materials: O=C([O-])O, CO, [Na+], CCCCCCCCCCCCCC#CC(O)C1COC(C)(C)N1C(=O)OC(C)(C)C, Cc1ccc(S(=O)(=O)O)cc1. Product: CCCCCCCCCCCCCC#CC(O)C(CO)NC(=O)OC(C)(C)C. As a reaction SMILES: [C:43](=[O:44])([O-:45])[OH:46].[CH3:48][OH:49].[Na+:47].[OH:1][CH:2]([C:3]#[C:4][CH2:5][CH2:6][CH2:7][CH2:8][CH2:9][CH2:10][CH2:11][CH2:12][CH2:13][CH2:14][CH2:15][CH2:16][CH3:17])[CH:18]1[N:19]([C:25](=[O:26])[O:27][C:28]([CH3:29])([CH3:30])[CH3:31])[C:20]([CH3:23])([CH3:24])[O:21][CH2:22]1.[c:32]1([CH3:33])[cH:34][cH:35][c:36]([S:37]([OH:38])(=[O:39])=[O:40])[cH:41][cH:42]1>>[OH:1][CH:2]([C:3]#[C:4][CH2:5][CH2:6][CH2:7][CH2:8][CH2:9][CH2:10][CH2:11][CH2:12][CH2:13][CH2:14][CH2:15][CH2:16][CH3:17])[CH:18]([NH:19][C:25](=[O:26])[O:27][C:28]([CH3:29])([CH3:30])[CH3:31])[CH2:22][OH:21]. Starting materials: O=C1NC=CC=C1C=O (2-oxo-1,2-dihydropyridine-3-carbaldehyde), IC1=CC=C(C=C1)OC(F)(F)F (1-iodo-4-(trifluoromethoxy)benzene), OC=1C=CC=C2C=CC=NC12 (8-hydroxyquinoline), C([O-])([O-])=O.[K+].[K+] (potassium carbonate), [OH-].[NH4+] (ammonium hydroxide). Reagents/catalysts: [Cu](I)I (copper iodide). The solvent is CS(=O)C (DMSO), C(C)(=O)OCC (ethyl acetate). Run at temperature 130 celsius. Yields the product O=C1N(C=CC=C1C=O)C1=CC=C(C=C1)OC(F)(F)F (2-oxo-1-(4-(trifluoromethoxy)phenyl)-1,2-dihydropyridine-3-carbaldehyde). The yield is 19.9%. RXN SMILES: [O:1]=[C:2]1[C:7]([CH:8]=[O:9])=[CH:6][CH:5]=[CH:4][NH:3]1.I[C:11]1[CH:16]=[CH:15][C:14]([O:17][C:18]([F:21])([F:20])[F:19])=[CH:13][CH:12]=1.OC1C=CC=C2C=1N=CC=C2.C(=O)([O-])[O-].[K+].[K+].[OH-].[NH4+]>[Cu](I)I.C(OCC)(=O)C.CS(C)=O>[O:1]=[C:2]1[C:7]([CH:8]=[O:9])=[CH:6][CH:5]=[CH:4][N:3]1[C:11]1[CH:12]=[CH:13][C:14]([O:17][C:18]([F:19])([F:20])[F:21])=[CH:15][CH:16]=1 |f:3.4.5,6.7|. Procedure: 2-oxo-1,2-dihydropyridine-3-carbaldehyde 1-1 (200 mg, 1.63 mmol), 1-iodo-4-(trifluoromethoxy)benzene 2-1 (562 mg, 1.95 mmol), 8-hydroxyquinoline (47.2 mg, 0.324 mmol), copper iodide (61.9 mg, 0.324 mmol), and potassium carbonate (303 mg, 2.19 mmol) were combined in a round bottom flask with DMSO (3.5 mL) under a nitrogen atmosphere and heated to 130° C. for 21 h. The reaction was cooled to room temperature and poured into a mixture of 10% aq. ammonium hydroxide and ethyl acetate. The resultant m... Product: O1C(=CC=C1)C1=NC(=NC(=C1[N+](=O)[O-])OCCCCC1=CC=CC=C1)N (4-Furan-2-yl-5-nitro-6-(4-phenyl-butoxy)-pyrimidin-2-ylamine). Procedure details: From trifluoro-methanesulfonic acid 2-amino-6-furan-2-yl-5-nitro-pyrimidin-4-yl ester, 4-phenyl-1-butanol and DBU in DME. ES-MS ni/e (%): 355 (M+H+, 100). Run in COCCOC (DME). As a reaction SMILES: [NH2:1][C:2]1[N:7]=[C:6]([O:8]S(C(F)(F)F)(=O)=O)[C:5]([N+:16]([O-:18])=[O:17])=[C:4]([C:19]2[O:20][CH:21]=[CH:22][CH:23]=2)[N:3]=1.[C:24]1([CH2:30][CH2:31][CH2:32][CH2:33]O)[CH:29]=[CH:28][CH:27]=[CH:26][CH:25]=1.C1CCN2C(=NCCC2)CC1>COCCOC>[O:20]1[CH:21]=[CH:22][CH:23]=[C:19]1[C:4]1[C:5]([N+:16]([O-:18])=[O:17])=[C:6]([O:8][CH2:33][CH2:32][CH2:31][CH2:30][C:24]2[CH:29]=[CH:28][CH:27]=[CH:26][CH:25]=2)[N:7]=[C:2]([NH2:1])[N:3]=1. The reactants are NC1=NC(=C(C(=N1)OS(=O)(=O)C(F)(F)F)[N+](=O)[O-])C=1OC=CC1 (trifluoro-methanesulfonic acid 2-amino-6-furan-2-yl-5-nitro-pyrimidin-4-yl ester), C1(=CC=CC=C1)CCCCO (4-phenyl-1-butanol), C1CCC2=NCCCN2CC1 (DBU). Reactants: NC1=CC=C(C(=O)OCC)C=C1 (ethyl 4-aminobenzoate), N1=CC=CC=C1 (pyridine), NC=1SC=2C(N1)=C(C=C(C2)F)S(=O)(=O)Cl (2-amino-6-fluorobenzo[d]thiazole-4-sulfonyl chloride). The solvent is C(Cl)Cl (DCM). Conditions: temperature 50 celsius, time 8 hour. The product is NC=1SC=2C(N1)=C(C=C(C2)F)S(=O)(=O)NC2=CC=C(C(=O)OCC)C=C2 (ethyl 4-(2-amino-6-fluorobenzo[d]thiazole-4-sulfonamido)benzoate). Reaction SMILES: [NH2:1][C:2]1[CH:12]=[CH:11][C:5]([C:6]([O:8][CH2:9][CH3:10])=[O:7])=[CH:4][CH:3]=1.N1C=CC=CC=1.[NH2:19][C:20]1[S:21][C:22]2[C:23](=[C:25]([S:30](Cl)(=[O:32])=[O:31])[CH:26]=[C:27]([F:29])[CH:28]=2)[N:24]=1>C(Cl)Cl>[NH2:19][C:20]1[S:21][C:22]2[C:23](=[C:25]([S:30]([NH:1][C:2]3[CH:3]=[CH:4][C:5]([C:6]([O:8][CH2:9][CH3:10])=[O:7])=[CH:11][CH:12]=3)(=[O:32])=[O:31])[CH:26]=[C:27]([F:29])[CH:28]=2)[N:24]=1. Reported procedure: To a solution of the ethyl 4-aminobenzoate (413 mg, 2.5 mmol) in 20 mL of DCM was added pyridine (600 mg, 7.5 mmol) and 2-amino-6-fluorobenzo[d]thiazole-4-sulfonyl chloride (668 mg, 2.5 mmol). The resulting mixture was stirred at 50° C. overnight. After removal of DCM, the residue was partitioned between water and EtOAc. The organic layer was washed with 2 N HCl, water and brine, dried over Na2SO4 and concentrated to give crude product, which was purified by chromatography to give pure compound ... Starting materials: O=C([O-])[O-], Cc1ccc(S(=O)(=O)OCCNC2=C(c3ccccc3)S(=O)(=O)N(C(C)(C)C)C2=O)cc1, CC#N, [K+], [K+], Oc1cccnc1. Product: CC(C)(C)N1C(=O)C(NCCOc2cccnc2)=C(c2ccccc2)S1(=O)=O. Reaction SMILES: [C:40](=[O:41])([O-:42])[O-:43].[CH3:1][c:2]1[cH:3][cH:4][c:5]([S:6](=[O:7])(=[O:8])[O:11][CH2:12][CH2:13][NH:14][C:15]2=[C:19]([c:20]3[cH:21][cH:22][cH:23][cH:24][cH:25]3)[S:18](=[O:26])(=[O:27])[N:17]([C:28]([CH3:29])([CH3:30])[CH3:31])[C:16]2=[O:32])[cH:9][cH:10]1.[CH3:46][C:47]#[N:48].[K+:44].[K+:45].[n:33]1[cH:34][c:35]([OH:39])[cH:36][cH:37][cH:38]1>>[O:11]([CH2:12][CH2:13][NH:14][C:15]1=[C:19]([c:20]2[cH:21][cH:22][cH:23][cH:24][cH:25]2)[S:18](=[O:26])(=[O:27])[N:17]([C:28]([CH3:29])([CH3:30])[CH3:31])[C:16]1=[O:32])[c:35]1[cH:34][n:33][cH:38][cH:37][cH:36]1. Starting materials: C([O-])(O)=O.[Na+] (sodium bicarbonate), O.C1(=CC=C(C=C1)S(=O)(=O)O)C (p-toluenesulfonic acid monohydrate), BrC1=CC=C(N)C=C1 (parabromoaniline), [K].COCC(=O)C1C(N(CC1)C(=O)OCC1=CC=CC=C1)=O (benzyl 3-(2-methoxyacetyl)-2-oxopyrrolidine-1-carboxylate potassium salt), Cl (hydrochloric acid). The solvent is C1CCCCC1 (cyclohexane), C1(=CC=CC=C1)C (toluene), C1(=CC=CC=C1)C (toluene). Run at temperature 25 celsius, time 20 minute. The product is BrC1=CC=C(C=C1)NC(COC)=C1C(N(CC1)C(=O)OCC1=CC=CC=C1)=O (benzyl 3-(1-((4-bromophenyl)amino)-2-methoxyethylidene)-2-oxopyrrolidine-1-carboxylate). The yield is 61.6%. As a reaction SMILES: [K].[CH3:2][O:3][CH2:4][C:5]([CH:7]1[CH2:11][CH2:10][N:9]([C:12]([O:14][CH2:15][C:16]2[CH:21]=[CH:20][CH:19]=[CH:18][CH:17]=2)=[O:13])[C:8]1=[O:22])=O.Cl.O.C1(C)C=CC(S(O)(=O)=O)=CC=1.[Br:36][C:37]1[CH:43]=[CH:42][C:40]([NH2:41])=[CH:39][CH:38]=1.C(=O)(O)[O-].[Na+]>C1CCCCC1.C1(C)C=CC=CC=1>[Br:36][C:37]1[CH:43]=[CH:42][C:40]([NH:41][C:5](=[C:7]2[CH2:11][CH2:10][N:9]([C:12]([O:14][CH2:15][C:16]3[CH:21]=[CH:20][CH:19]=[CH:18][CH:17]=3)=[O:13])[C:8]2=[O:22])[CH2:4][O:3][CH3:2])=[CH:39][CH:38]=1 |f:0.1,3.4,6.7,^1:0|. Reported procedure: Into a 100 mL eggplant-shaped flask were added benzyl 3-(2-methoxyacetyl)-2-oxopyrrolidine-1-carboxylate potassium salt (4.95 g) [mw. 329.39, 15.0 mmol], 1 mol/L hydrochloric acid (25 mL) [25 mmol] and toluene (50 mL), and the mixture was stirred for 20 min. After partitioning, the organic layer was dried over magnesium sulfate, filtered and concentrated under reduced pressure. To the concentrate were added toluene (19 mL), cyclohexane (57 mL), p-toluenesulfonic acid monohydrate (29.0 mg) [mw. 1... Reactants: C=1(O)C(O)=CC=CC1 (catechol), C(=O)([O-])[O-].[Cs+].[Cs+] (Cs2CO3), ClCC(=C)CCl (3-chloro-2 chloromethyl-prop-1-ene). Run in CN(C)C=O (DMF). Yields the product C=C1COC2=C(OC1)C=CC=C2 (3-methylene-3,4-dihydro-2H-1,5-benzodioxepine). As a reaction SMILES: [C:1]1([C:3](=[CH:5][CH:6]=[CH:7][CH:8]=1)[OH:4])[OH:2].C([O-])([O-])=O.[Cs+].[Cs+].Cl[CH2:16][C:17]([CH2:19]Cl)=[CH2:18]>CN(C=O)C>[CH2:16]=[C:17]1[CH2:19][O:4][C:3]2[CH:5]=[CH:6][CH:7]=[CH:8][C:1]=2[O:2][CH2:18]1 |f:1.2.3|. Reported procedure: A solution of catechol (4.4 g, 40 mmol), Cs2CO3 (27.7 g, 85 mmol) and 3-chloro-2 chloromethyl-prop-1-ene(5 g, 40 mmol) in DMF (80 mL) was striired overnight at rt. The reaction was partitioned between ether and water and the organic extract was washed with brine, dried (MgSO4), filtered and concentrated to 5.46 g (84%) of a yellow oil. MS 163 (M+H)+. The reactants are BrC1=CC=C(C=C1)O (4-bromophenol), BrCCO (2-bromoethanol), C([O-])([O-])=O.[K+].[K+] (potassium carbonate). Solvent: CN(C=O)C (N,N-dimethylformamide). Conditions: temperature 100 celsius, time 1 hour. Yields the product BrC1=CC=C(OCCO)C=C1 (2-(4-Bromophenoxy)ethanol). Reaction SMILES: [Br:1][C:2]1[CH:7]=[CH:6][C:5]([OH:8])=[CH:4][CH:3]=1.Br[CH2:10][CH2:11][OH:12].C(=O)([O-])[O-].[K+].[K+]>CN(C)C=O>[Br:1][C:2]1[CH:7]=[CH:6][C:5]([O:8][CH2:10][CH2:11][OH:12])=[CH:4][CH:3]=1 |f:2.3.4|. Reported procedure: In a nitrogen atmosphere, 4-bromophenol 5.0 g, 2-bromoethanol 5.42 g, and potassium carbonate 12.0 g were added to N,N-dimethylformamide 30 ml, and the mixture was stirred at 100° C. After 1 hour, the mixture was cooled to room temperature and partitioned by adding water and diethyl ether. The organic layer was washed with water and brine, dried over magnesium sulfate anhydride and evaporated. The residue was purified by silica gel column chromatography (hexane/ethyl acetate system), whereby the... As a reaction SMILES: [CH3:31][OH:32].[CH:1](=[O:2])[O:3][C:4]([c:5]1[cH:6][c:7]([Cl:12])[cH:8][c:9]([Cl:11])[cH:10]1)([CH2:13][C:14]([Cl:15])([Cl:16])[Cl:17])[CH2:18][Cl:19].[c:20]1([CH3:21])[cH:22][cH:23][c:24]([S:25]([OH:26])(=[O:27])=[O:28])[cH:29][cH:30]1>>[OH:3][C:4]([c:5]1[cH:6][c:7]([Cl:12])[cH:8][c:9]([Cl:11])[cH:10]1)([CH2:13][C:14]([Cl:15])([Cl:16])[Cl:17])[CH2:18][Cl:19]. Reactants: CO, O=COC(CCl)(CC(Cl)(Cl)Cl)c1cc(Cl)cc(Cl)c1, Cc1ccc(S(=O)(=O)O)cc1. Yields the product OC(CCl)(CC(Cl)(Cl)Cl)c1cc(Cl)cc(Cl)c1.